From a dataset of the Open Reaction Database (ORD), a public repository of structured organic reaction records. describe an organic reaction: reactants, conditions, products, and yield Starting materials: B, C1CCOC1, CCC(CC)C(NS(=O)(=O)c1ccc(Cl)s1)C(=O)O, C1CCOC1. Product: CCC(CC)C(CO)NS(=O)(=O)c1ccc(Cl)s1. As a reaction SMILES: [BH3:25].[CH2:26]1[O:27][CH2:28][CH2:29][CH2:30]1.[Cl:1][c:2]1[cH:3][cH:4][c:5]([S:7](=[O:8])(=[O:9])[NH:10][CH:11]([CH:12]([CH2:13][CH3:14])[CH2:15][CH3:16])[C:17](=[O:18])[OH:19])[s:6]1.[O:20]1[CH2:21][CH2:22][CH2:23][CH2:24]1>>[Cl:1][c:2]1[cH:3][cH:4][c:5]([S:7](=[O:8])(=[O:9])[NH:10][CH:11]([CH:12]([CH2:13][CH3:14])[CH2:15][CH3:16])[CH2:17][OH:18])[s:6]1. Starting materials: O=[N+]([O-])O, O=S(=O)(O)O, Cc1ccc(C#N)cc1. Yields the product Cc1ccc(C#N)cc1[N+](=O)[O-]. RXN SMILES: [OH:1][N+:2]([O-:3])=[O:4].[S:14](=[O:15])(=[O:16])([OH:17])[OH:18].[c:5]1([CH3:13])[cH:6][cH:7][c:8]([C:11]#[N:12])[cH:9][cH:10]1>>[O-:1][N+:2](=[O:4])[c:6]1[c:5]([CH3:13])[cH:10][cH:9][c:8]([C:11]#[N:12])[cH:7]1. Starting materials: Cc1cc(Br)cc(CO)c1, O=C([O-])O, CC(C)=O, Cl, [K+], O=[Mn](=O)(=O)[O-], [Na+], O. Yields the product Cc1cc(Br)cc(C(=O)O)c1. RXN SMILES: [Br:7][c:8]1[cH:9][c:10]([CH2:15][OH:16])[cH:11][c:12]([CH3:14])[cH:13]1.[C:18]([O-:19])(=[O:20])[OH:21].[CH3:24][C:25](=[O:26])[CH3:27].[ClH:17].[K+:6].[Mn:1]([O-:2])(=[O:3])(=[O:4])=[O:5].[Na+:22].[OH2:23]>>[Br:7][c:8]1[cH:9][c:10]([C:15](=[O:16])[OH:19])[cH:11][c:12]([CH3:14])[cH:13]1. Starting materials: NCC=1N2C(SC1)=CN=C2 (3-aminomethylimidazo[5,1-b]thiazole), C(CO)(=O)O (glycolic acid), ON1N=NC2=C1C=CC=C2 (1-hydroxybenzotriazole), C1(CCCCC1)N=C=NC1CCCCC1 (1,3-dicyclohexylcarbodiimide). Run in C1CCOC1 (THF), CO (methanol). Reaction conditions: time 1 hour. Yields the product OCC(=O)NCC=1N2C(SC1)=CN=C2 (3-hydroxyacetamidomethylimidazo[5,1-b]thiazole). As a reaction SMILES: [NH2:1][CH2:2][C:3]1[N:4]2[CH:10]=[N:9][CH:8]=[C:5]2[S:6][CH:7]=1.[C:11](O)(=[O:14])[CH2:12][OH:13].ON1C2C=CC=CC=2N=N1.C1(N=C=NC2CCCCC2)CCCCC1>C1COCC1.CO>[OH:14][CH2:11][C:12]([NH:1][CH2:2][C:3]1[N:4]2[CH:10]=[N:9][CH:8]=[C:5]2[S:6][CH:7]=1)=[O:13]. Reported procedure: To a mixed solution of 4 ml of methanol and 296 mg of THF containing 296 mg of 3-aminomethylimidazo[5,1-b]thiazole, 162 mg of glycolic acid, 26 mg of 1-hydroxybenzotriazole and 439 mg of 1,3-dicyclohexylcarbodiimide were added, and the mixture was then stirred at room temperature for 1 hour. Further, insolubles were removed therefrom by filtration, and after washing with methanol, the filtrate was concentrated under reduced pressure. To the resulting residue, dichloromethane and an aqueous potas...